Dataset: the Open Reaction Database (ORD), a public repository of structured organic reaction records. Task: describe an organic reaction: reactants, conditions, products, and yield The reactants are C(#N)C1CCN(CC1)C(=O)N1CC(CC(C1)C1=CC(=CC=C1)C(F)(F)F)C(=O)O (1-[(4-Cyanopiperidin-1-yl)carbonyl]-5-[3-(trifluoromethyl)phenyl]piperidine-3-carboxylic acid), FC=1C=C(C=CC1)C(N)=NO (3-fluoro-N′-hydroxybenzenecarboximidamide). The product is FC=1C=C(C=CC1)C1=NOC(=N1)C1CN(CC(C1)C1=CC(=CC=C1)C(F)(F)F)C(=O)N1CCC(CC1)C#N (1-({3-[3-(3-Fluorophenyl)-1,2,4-oxadiazol-5-yl]-5-[3-(trifluoromethyl)phenyl]piperidin-1-yl}-carbonyl)piperidine-4-carbonitrile). RXN SMILES: [C:1]([CH:3]1[CH2:8][CH2:7][N:6]([C:9]([N:11]2[CH2:16][CH:15]([C:17]3[CH:22]=[CH:21][CH:20]=[C:19]([C:23]([F:26])([F:25])[F:24])[CH:18]=3)[CH2:14][CH:13]([C:27]([OH:29])=O)[CH2:12]2)=[O:10])[CH2:5][CH2:4]1)#[N:2].[F:30][C:31]1[CH:32]=[C:33]([C:37](=[N:39]O)[NH2:38])[CH:34]=[CH:35][CH:36]=1>>[F:30][C:31]1[CH:32]=[C:33]([C:37]2[N:39]=[C:27]([CH:13]3[CH2:14][CH:15]([C:17]4[CH:22]=[CH:21][CH:20]=[C:19]([C:23]([F:24])([F:25])[F:26])[CH:18]=4)[CH2:16][N:11]([C:9]([N:6]4[CH2:7][CH2:8][CH:3]([C:1]#[N:2])[CH2:4][CH2:5]4)=[O:10])[CH2:12]3)[O:29][N:38]=2)[CH:34]=[CH:35][CH:36]=1. Reported procedure: 100 mg (0.24 mmol) of the compound from Example 152A and 56 mg (0.37 mmol) of 3-fluoro-N′-hydroxybenzenecarboximidamide were reacted according to the General Method 2. Yield: 87 mg (68% of theory). Starting materials: ClC1=C(C=CC=C1)C(C[N+](=O)[O-])NS(=O)(=O)C (N-[1-(2-Chlorophenyl)-2-nitroethyl]methanesulphonamide). The reagents and catalysts are [Ni] (Raney-nickel). The solvent is CO (methanol). Product: NCC(C1=C(C=CC=C1)Cl)NS(=O)(=O)C (N-[2-Amino-1-(2-chlorophenyl)ethyl]methanesulphonamide). Reaction SMILES: [Cl:1][C:2]1[CH:7]=[CH:6][CH:5]=[CH:4][C:3]=1[CH:8]([NH:13][S:14]([CH3:17])(=[O:16])=[O:15])[CH2:9][N+:10]([O-])=O>CO.[Ni]>[NH2:10][CH2:9][CH:8]([NH:13][S:14]([CH3:17])(=[O:16])=[O:15])[C:3]1[CH:4]=[CH:5][CH:6]=[CH:7][C:2]=1[Cl:1]. Procedure details: A solution of 221 mg (0.79 mmol) of the compound of Example 26A in 45 ml of methanol was hydrogenated in a continuous-flow hydrogenation apparatus fitted with a Raney-nickel cartridge (H-Cube from Thales Nano, Budapest, Model HC-2-SS) at a flow rate of 1 ml/min, a temperature of 45° C. and at standard pressure. After the reaction had ended, the solution was freed from the methanol on a rotary evaporator and the residue was dried briefly under high vacuum. This gave 186 mg (94% of theory) of the ... Reactants: COC=1C=C(C=CC1)CCOC1=CC=C(C=C1)CCC(=O)OCC (ethyl 3-(4-(2-(3-methoxyphenyl)ethoxy)phenyl)propionate), NO (hydroxylamine), C(CC(O)(C(=O)O)CC(=O)O)(=O)O (citric acid). The solvent is O1CCCC1 (tetrahydrofuran), C(C)O (ethanol), [OH-].[Na+] (sodium hydroxide). Reaction conditions: time 8 hour. The product is C(C)C=1C(=NOC1C1=CC=C(C=C1)OCCC1=CC(=CC=C1)OC)O (ethyl 5-(4-(2-(3-methoxyphenyl)ethoxy)phenyl)isoxazol-3-ol). RXN SMILES: [CH3:1][O:2][C:3]1[CH:4]=[C:5]([CH2:9][CH2:10][O:11][C:12]2[CH:17]=[CH:16][C:15]([CH2:18][CH2:19][C:20]([O:22]CC)=O)=[CH:14][CH:13]=2)[CH:6]=[CH:7][CH:8]=1.C(O)(=O)CC([CH2:32][C:33](O)=O)(C(O)=O)O.[NH2:38][OH:39]>O1CCCC1.C(O)C.[OH-].[Na+]>[CH2:32]([C:19]1[C:20]([OH:22])=[N:38][O:39][C:18]=1[C:15]1[CH:14]=[CH:13][C:12]([O:11][CH2:10][CH2:9][C:5]2[CH:6]=[CH:7][CH:8]=[C:3]([O:2][CH3:1])[CH:4]=2)=[CH:17][CH:16]=1)[CH3:33] |f:5.6|. Procedure: To a mixed solution of ethyl 3-(4-(2-(3-methoxyphenyl)ethoxy)phenyl)propionate (75 mg) in tetrahydrofuran (1 ml) and ethanol (0.5 ml), 0.041 ml of hydroxylamine (50% aqueous solution) and 0.277 ml of 2.5N aqueous sodium hydroxide were added, and the reaction solution was stirred overnight at room temperature. To the reaction solution was added 10% aqueous citric acid, and the mixture was extracted with chloroform and dried over anhydrous sodium sulfate. The solvent was distilled off under reduce...